From a dataset of the Open Reaction Database (ORD), a public repository of structured organic reaction records. describe an organic reaction: reactants, conditions, products, and yield The reactants are C(C)(C)(C)OC(=O)N1C(CN(CC1)C(=O)OC(C)(C)C)CC=O (1,4-bis(tert-butoxycarbonyl)-2-formylmethylpiperazine), S1C(=CC=C1)C[PH3+] ([(thien-2-yl)methyl]phosphonium), C1CCC2=NCCCN2CC1 (1,8-diazabicyclo[5.4.0]-7-undecene). The solvent is O1CCCC1 (tetrahydrofuran), C(Cl)(Cl)Cl (chloroform). Conditions: time 15 hour. Product: C(C)(C)(C)OC(=O)N1C(CN(CC1)C(=O)OC(C)(C)C)CC=CC=1SC=CC1 (1,4-Bis(tert-butoxycarbonyl)-2-[3-(thien-2-yl)-2-propenyl]piperazine). RXN SMILES: [C:1]([O:5][C:6]([N:8]1[CH2:13][CH2:12][N:11]([C:14]([O:16][C:17]([CH3:20])([CH3:19])[CH3:18])=[O:15])[CH2:10][CH:9]1[CH2:21][CH:22]=O)=[O:7])([CH3:4])([CH3:3])[CH3:2].[S:24]1[CH:28]=[CH:27][CH:26]=[C:25]1[CH2:29][PH3+].C1CCN2C(=NCCC2)CC1>O1CCCC1.C(Cl)(Cl)Cl>[C:1]([O:5][C:6]([N:8]1[CH2:13][CH2:12][N:11]([C:14]([O:16][C:17]([CH3:20])([CH3:19])[CH3:18])=[O:15])[CH2:10][CH:9]1[CH2:21][CH:22]=[CH:29][C:25]1[S:24][CH:28]=[CH:27][CH:26]=1)=[O:7])([CH3:4])([CH3:3])[CH3:2]. Procedure details: In tetrahydrofuran (50 ml) was dissolved 1,4-bis(tert-butoxycarbonyl)-2-formylmethylpiperazine (1.01 g). Under ice cooling, a solution of [(thien-2-yl)methyl]phosphonium (1.62 g) in chloroform (100 ml) was added to the resulting solution, followed by the dropwise addition of 1,8-diazabicyclo[5.4.0]-7-undecene (620 μl). The resulting mixture was stirred at room temperature for 15 hours. The reaction mixture was distilled under reduced pressure. The residue was subjected to chromatography on a sil... Reactants: [Li+].CC(C)[N-]C(C)C (LDA), O1CCOC12CCC(CC2)N2C(CCC2)=O (1-(1,4-Dioxa-spiro[4.5]dec-8-yl)-pyrrolidin-2-one), BrCC1=C(C=C(C=C1Cl)OC)Cl (2-bromomethyl-1,3-dichloro-5-methoxy-benzene). Run in O1CCCC1 (tetrahydrofuran), C1CCOC1 (THF). Conditions: temperature -78 celsius, time 30 minute. Product: ClC1=C(CC2C(N(CC2)C2CCC3(OCCO3)CC2)=O)C(=CC(=C1)OC)Cl (3-(2,6-Dichloro-4-methoxy-benzyl)-1-(1,4-dioxa-spiro[4.5]dec-8-yl)-pyrrolidin-2-one). Reaction SMILES: [O:1]1[C:5]2([CH2:10][CH2:9][CH:8]([N:11]3[CH2:15][CH2:14][CH2:13][C:12]3=[O:16])[CH2:7][CH2:6]2)[O:4][CH2:3][CH2:2]1.[Li+].CC([N-]C(C)C)C.Br[CH2:26][C:27]1[C:32]([Cl:33])=[CH:31][C:30]([O:34][CH3:35])=[CH:29][C:28]=1[Cl:36]>O1CCCC1>[Cl:33][C:32]1[CH:31]=[C:30]([O:34][CH3:35])[CH:29]=[C:28]([Cl:36])[C:27]=1[CH2:26][CH:13]1[CH2:14][CH2:15][N:11]([CH:8]2[CH2:7][CH2:6][C:5]3([O:4][CH2:3][CH2:2][O:1]3)[CH2:10][CH2:9]2)[C:12]1=[O:16] |f:1.2|. Reported procedure: Cool a solution of 1-(1,4-Dioxa-spiro[4.5]dec-8-yl)-pyrrolidin-2-one (5 g, 22.2 mmol) in tetrahydrofuran (100 mL) to −78° C. under nitrogen purge. Add LDA (2.0 M, 15 mL, 30 mmol) at a rate such that the internal reaction temperature did not reach above −67° C. Stir 30 min at −78° C., add a solution of 2-bromomethyl-1,3-dichloro-5-methoxy-benzene, 6.6 g, 24.4 mmol) in THF (20 mL) over a 1-2 minute period, remove the cold bath and allow reaction to warm over 3 hr. Quench the reaction with saturate... The reactants are C(C)(=O)C=1C(=C(C=CC1)NC(=O)C=1C=CC2=C(CC(O2)COCC2=CC=CC=C2)C1)O (N-(3-acetyl-2-hydroxyphenyl)-2-benzyloxymethyl-2,3-dihydrobenzofuran-5-carboxamide), C(C(=O)OCC)(=O)OCC (diethyl oxalate). Product: C(C1=CC=CC=C1)OCC1OC2=C(C1)C=C(C=C2)C(=O)NC2=CC=CC=1C(C=C(OC12)C(=O)OCC)=O (Ethyl 8-(2-benzyloxymethyl-2,3-dihydrobenzofuran-5-carboxamido)-4-oxo-4H-1-benzopyran-2-carboxylate), C(C)O (ethanol). Isolated yield 73.0%. Reaction SMILES: [C:1]([C:4]1[C:5]([OH:31])=[C:6]([NH:10][C:11]([C:13]2[CH:14]=[CH:15][C:16]3[O:20][CH:19]([CH2:21][O:22][CH2:23][C:24]4[CH:29]=[CH:28][CH:27]=[CH:26][CH:25]=4)[CH2:18][C:17]=3[CH:30]=2)=[O:12])[CH:7]=[CH:8][CH:9]=1)(=[O:3])[CH3:2].[C:32](OCC)(=O)[C:33]([O:35][CH2:36][CH3:37])=[O:34]>>[CH2:23]([O:22][CH2:21][CH:19]1[CH2:18][C:17]2[CH:30]=[C:13]([C:11]([NH:10][C:6]3[C:5]4[O:31][C:32]([C:33]([O:35][CH2:36][CH3:37])=[O:34])=[CH:2][C:1](=[O:3])[C:4]=4[CH:9]=[CH:8][CH:7]=3)=[O:12])[CH:14]=[CH:15][C:16]=2[O:20]1)[C:24]1[CH:29]=[CH:28][CH:27]=[CH:26][CH:25]=1.[CH2:1]([OH:3])[CH3:2]. Reported procedure: Following the process described in example 1 (point A), starting from N-(3-acetyl-2-hydroxyphenyl)-2-benzyloxymethyl-2,3-dihydrobenzofuran-5-carboxamide and diethyl oxalate, the title compound was prepared as a yellow solid with melting point 166-168° C. and purified by crystallization in ethanol (73% yield).